This data is from the Open Reaction Database (ORD), a public repository of structured organic reaction records. The task is: describe an organic reaction: reactants, conditions, products, and yield Reactants: FC1=CC=C(C=C1)C1=C(C=C(C=C1)C(C(=O)O)C)OC (2-(4'-fluoro-2-methoxy-4-biphenylyl)propionic acid), C(C)(=O)O (acetic acid). Solvent: Br (hydrobromic acid). Yields the product FC1=CC=C(C=C1)C1=C(C=C(C=C1)C(C(=O)O)C)O (2-(4'-fluoro-2-hydroxy-4-biphenylyl)propionic acid). Reaction SMILES: [F:1][C:2]1[CH:7]=[CH:6][C:5]([C:8]2[CH:13]=[CH:12][C:11]([CH:14]([CH3:18])[C:15]([OH:17])=[O:16])=[CH:10][C:9]=2[O:19]C)=[CH:4][CH:3]=1.C(O)(=O)C>Br>[F:1][C:2]1[CH:3]=[CH:4][C:5]([C:8]2[CH:13]=[CH:12][C:11]([CH:14]([CH3:18])[C:15]([OH:17])=[O:16])=[CH:10][C:9]=2[OH:19])=[CH:6][CH:7]=1. Reported procedure: A solution of 2-(4'-fluoro-2-methoxy-4-biphenylyl)propionic acid (10 g.) in a mixture of hydrobromic acid (270 ml. of 48% w/v aqueous acid) and glacial acetic acid (90 ml.) was refluxed for 3.5 hours. The resulting solution was poured onto crushed ice, causing the precipitation of a solid product. This product was collected by filtration, washed with water, dried and recrystallised from chloroform/light petroleum (b.p. 62°-68° C.) to give 2-(4'-fluoro-2-hydroxy-4-biphenylyl)propionic acid, m.p. ... Starting materials: C1(=CC=C(C=C1)S(=O)(=O)[O-])C.FC(C=1C=CC2=C([N+](=C(S2)C)CC)C1)(F)F (5-trifluoromethyl-3-ethyl-2-methylbenzothiazolium p-toluenesulfonate), 4-methylcoumarin-2-thione, CC(=O)C (acetone), C(C)(=O)OCC (ethyl acetate). Reaction conditions: temperature 150 celsius, time 40 minute. Product: C1(=CC=C(C=C1)S(=O)(=O)[O-])C.FC(C=1C=CC2=C([N+](=C(S2)C=C2OC3=CC=CC=C3C(=C2)C)CC)C1)(F)F (5-Trifluoromethyl-3-ethyl-2-{(4-methyl-2H-chromen-2-ylidene)-methyl}-benzothiazolium p-toluenesulfonate). The yield is 46.0%. Reaction SMILES: [C:1]1([CH3:11])[CH:6]=[CH:5][C:4]([S:7]([O-:10])(=[O:9])=[O:8])=[CH:3][CH:2]=1.[F:12][C:13]([F:27])([F:26])[C:14]1[CH:15]=[CH:16][C:17]2[S:21][C:20]([CH3:22])=[N+:19]([CH2:23][CH3:24])[C:18]=2[CH:25]=1.CC(C)=O.[C:32]([O:35][CH2:36][CH3:37])(=O)[CH3:33]>>[C:1]1([CH3:11])[CH:2]=[CH:3][C:4]([S:7]([O-:10])(=[O:8])=[O:9])=[CH:5][CH:6]=1.[F:27][C:13]([F:12])([F:26])[C:14]1[CH:15]=[CH:16][C:17]2[S:21][C:20]([CH:22]=[C:36]3[CH:37]=[C:5]([CH3:4])[C:6]4[C:32](=[CH:33][CH:3]=[CH:2][CH:1]=4)[O:35]3)=[N+:19]([CH2:23][CH3:24])[C:18]=2[CH:25]=1 |f:0.1,4.5|. Procedure details: 2.37 g of 5-trifluoromethyl-3-ethyl-2-methylbenzothiazolium p-toluenesulfonate and 1.0 g of 4-methylcoumarin-2-thione were reacted under heat at 150° C. for 20 hours, and then 10 ml of metrhanol, 10 ml of acetone, and 20 ml of ethyl acetate were added to the reaction mixture in the order listed to obtain a uniform solution. After cooling to room temperature, crystals precipitated out therefrom. The crystals formed were separated by filtration and washed with a small amount of acetone, and therea...